Dataset: the Open Reaction Database (ORD), a public repository of structured organic reaction records. Task: describe an organic reaction: reactants, conditions, products, and yield The reactants are FC(S(=O)(=O)O)(F)F (trifluoromethanesulphonic acid), C(C1=CC=CC=C1)N1CC2C(CCC(C2(C1)C(=O)OC)C1=CC=CC=C1)(C1=C(C=CC=C1)C)O (methyl (3aRS,4SR,7RS,7aRS)-2-benzyl-7-hydroxy-7-(2-methylphenyl)-4-phenyloctahydroisoindole-3a-carboxylate), [OH-].[Na+] (sodium hydroxide). Run in ClCCl (dichloromethane), ClCCl (dichloromethane). Reaction conditions: temperature 0 celsius. The product is C(C1=CC=CC=C1)N1CC2=C(CCC(C2(C1)C(=O)OC)C1=CC=CC=C1)C1=C(C=CC=C1)C (methyl (3aRS,4SR)-2-benzyl-7-(2-methylphenyl)-4-phenyl-1,3,3a,4,5,6-hexahydroisoindole-3a-carboxylate). The yield is 89.9%. Reaction SMILES: FC(F)(F)S(O)(=O)=O.[CH2:9]([N:16]1[CH2:24][C:23]2([C:25]([O:27][CH3:28])=[O:26])[CH:18]([C:19](O)([C:35]3[CH:40]=[CH:39][CH:38]=[CH:37][C:36]=3[CH3:41])[CH2:20][CH2:21][CH:22]2[C:29]2[CH:34]=[CH:33][CH:32]=[CH:31][CH:30]=2)[CH2:17]1)[C:10]1[CH:15]=[CH:14][CH:13]=[CH:12][CH:11]=1.[OH-].[Na+]>ClCCl>[CH2:9]([N:16]1[CH2:24][C:23]2([C:25]([O:27][CH3:28])=[O:26])[C:18](=[C:19]([C:35]3[CH:40]=[CH:39][CH:38]=[CH:37][C:36]=3[CH3:41])[CH2:20][CH2:21][CH:22]2[C:29]2[CH:30]=[CH:31][CH:32]=[CH:33][CH:34]=2)[CH2:17]1)[C:10]1[CH:15]=[CH:14][CH:13]=[CH:12][CH:11]=1 |f:2.3|. Procedure: A mixture of 3.2 cm3 of trifluoromethanesulphonic acid and of 3 cm3 of dichloromethane was added dropwise to a solution of 2.2 g of methyl (3aRS,4SR,7RS,7aRS)-2-benzyl-7-hydroxy-7-(2-methylphenyl)-4-phenyloctahydroisoindole-3a-carboxylate in 20 cm3 of dichloromethane maintained at a temperature in the region of 0° C. The reaction mixture was stirred for thirty minutes at a temperature in the region of 0° C. and twenty hours at a temperature in the region of 20° C. and then cooled to a temperatur... The reactants are C(C)(C)(C)C1=NN(C(=N1)NC)C1=C(C=C(C=C1Cl)Cl)Cl (3-(tert-butyl)-5-(N-methylamino)-1-(2,4,6-trichlorophenyl)-1H-1,2,4-triazole), C(C)(=O)OC(C)=O (acetic anhydride). Product: C(C)(=O)N(C)C1=NC(=NN1C1=C(C=C(C=C1Cl)Cl)Cl)C(C)(C)C (5-(N-acetyl-N-methylamino)-3-(tert-butyl)-1-(2,4,6-trichlorophenyl)-1H-1,2,4-triazole). Yield: 73.2%. Reaction SMILES: [C:1]([C:5]1[N:9]=[C:8]([NH:10][CH3:11])[N:7]([C:12]2[C:17]([Cl:18])=[CH:16][C:15]([Cl:19])=[CH:14][C:13]=2[Cl:20])[N:6]=1)([CH3:4])([CH3:3])[CH3:2].C(O[C:25](=[O:27])[CH3:26])(=O)C>>[C:25]([N:10]([C:8]1[N:7]([C:12]2[C:17]([Cl:18])=[CH:16][C:15]([Cl:19])=[CH:14][C:13]=2[Cl:20])[N:6]=[C:5]([C:1]([CH3:4])([CH3:3])[CH3:2])[N:9]=1)[CH3:11])(=[O:27])[CH3:26]. Procedure: 6.7 g (0.02 mol) of 3-(tert-butyl)-5-(N-methylamino)-1-(2,4,6-trichlorophenyl)-1H-1,2,4-triazole was added to 51 g (0.5 mol) of acetic anhydride, and the mixture was stirred under reflux for 1 hour. Then, excess acetic anhydride was distilled off under reduced pressure. The residue was purified by silica gel column chromatography to obtain 5.5 g (yield: 73.3 g) of the desired compound as white powder. Melting point: 93°-94° C.